From a dataset of the Open Reaction Database (ORD), a public repository of structured organic reaction records. describe an organic reaction: reactants, conditions, products, and yield The reactants are FC1=CC=C(C=C1)C(C(CC1=CC=C(C=C1)C(F)(F)F)NCC1=CC=CC2=CC=CC=C12)O ((1RS,2SR)-1-(4-fluorophenyl)-2-((1-naphthalenylmethyl)amino)-3-(4-(trifluoromethyl)phenyl)-1-propanol), C(C)(=O)Cl (acetyl chloride), C(O)([O-])=O.[Na+] (sodium hydrogen carbonate). The solvent is C(C)(=O)OCC (ethyl acetate), O (water). Reaction conditions: time 8 hour. The product is FC1=CC=C(C=C1)C(C(CC1=CC=C(C=C1)C(F)(F)F)N(C(C)=O)CC1=CC=CC2=CC=CC=C12)O (N-((1RS,2SR)-2-(4-fluorophenyl)-2-hydroxy-1-((4-(trifluoromethyl)phenyl)methyl)ethyl)-N-(1-naphthalenylmethyl)acetamide). Yield: 41.3%. As a reaction SMILES: [F:1][C:2]1[CH:7]=[CH:6][C:5]([CH:8]([OH:33])[CH:9]([NH:21][CH2:22][C:23]2[C:32]3[C:27](=[CH:28][CH:29]=[CH:30][CH:31]=3)[CH:26]=[CH:25][CH:24]=2)[CH2:10][C:11]2[CH:16]=[CH:15][C:14]([C:17]([F:20])([F:19])[F:18])=[CH:13][CH:12]=2)=[CH:4][CH:3]=1.[C:34](Cl)(=[O:36])[CH3:35].C(=O)([O-])O.[Na+]>C(OCC)(=O)C.O>[F:1][C:2]1[CH:7]=[CH:6][C:5]([CH:8]([OH:33])[CH:9]([N:21]([CH2:22][C:23]2[C:32]3[C:27](=[CH:28][CH:29]=[CH:30][CH:31]=3)[CH:26]=[CH:25][CH:24]=2)[C:34](=[O:36])[CH3:35])[CH2:10][C:11]2[CH:16]=[CH:15][C:14]([C:17]([F:20])([F:19])[F:18])=[CH:13][CH:12]=2)=[CH:4][CH:3]=1 |f:2.3|. Reported procedure: To a solution of (1RS,2SR)-1-(4-fluorophenyl)-2-((1-naphthalenylmethyl)amino)-3-(4-(trifluoromethyl)phenyl)-1-propanol (100 mg, 0.22 mmol) in ethyl acetate (5 ml) were added acetyl chloride (225 ml, 3.3 mmol) and saturated aqueous sodium hydrogen carbonate (5 ml) and the mixture was stirred overnight at room temperature. The reaction solution was diluted with water (50 ml) and extracted with ethyl acetate (50 ml×2). The extract was washed with saturated brine, dried over anhydrous magnesium sulf... As a reaction SMILES: [CH2:1]([CH3:2])[N:3]([c:4]1[n:5][n:6]2[c:7]([cH:8][c:9]([NH:12][C:13](=[O:14])[c:15]3[c:16]([C:21](=[O:22])[OH:23])[cH:17][n:18][n:19]3[CH3:20])[cH:10][cH:11]2)[n:24]1)[CH3:25].[CH2:26]1[CH2:27][O:28][CH2:29][CH2:30][NH:31]1.[CH2:32]([P:33]([OH:34])([OH:35])=[O:36])[CH2:37][CH3:38].[CH:39]([N:40]([CH2:41][CH3:42])[CH:43]([CH3:44])[CH3:45])([CH3:46])[CH3:47].[O:48]1[CH2:49][CH2:50][CH2:51][CH2:52]1>>[CH2:1]([CH3:2])[N:3]([c:4]1[n:5][n:6]2[c:7]([cH:8][c:9]([NH:12][C:13](=[O:14])[c:15]3[c:16]([C:21](=[O:23])[N:31]4[CH2:26][CH2:27][O:28][CH2:29][CH2:30]4)[cH:17][n:18][n:19]3[CH3:20])[cH:10][cH:11]2)[n:24]1)[CH3:25]. Product: CCN(C)c1nc2cc(NC(=O)c3c(C(=O)N4CCOCC4)cnn3C)ccn2n1. The reactants are CCN(C)c1nc2cc(NC(=O)c3c(C(=O)O)cnn3C)ccn2n1, C1COCCN1, CCCP(=O)(O)O, CCN(C(C)C)C(C)C, C1CCOC1. Starting materials: NC1=C(C=CC=C1)NC(CC(CC(=O)O)C1=CC=C(C=C1)Cl)=O (N-(2-Aminophenyl)-3-(4-chlorophenyl)glutaramic acid), C(C)O (ethanol). Solvent: Cl (HCl). Product: N1=C(NC2=C1C=CC=C2)CC(CC(=O)OCC)C2=CC=C(C=C2)Cl (ethyl 4-(2-benzimidazolyl)-3-(4-chlorophenyl)butanoate). As a reaction SMILES: [NH2:1][C:2]1[CH:7]=[CH:6][CH:5]=[CH:4][C:3]=1[NH:8][C:9](=O)[CH2:10][CH:11]([C:16]1[CH:21]=[CH:20][C:19]([Cl:22])=[CH:18][CH:17]=1)[CH2:12][C:13]([OH:15])=[O:14].[CH2:24](O)[CH3:25]>Cl>[N:8]1[C:3]2[CH:4]=[CH:5][CH:6]=[CH:7][C:2]=2[NH:1][C:9]=1[CH2:10][CH:11]([C:16]1[CH:21]=[CH:20][C:19]([Cl:22])=[CH:18][CH:17]=1)[CH2:12][C:13]([O:15][CH2:24][CH3:25])=[O:14]. Procedure: N-(2-Aminophenyl)-3-(4-chlorophenyl)glutaramic acid (2.04 g) is dissolved in a mixture of ethanol (20 ml) and conc. HCl (5 ml) and heated to reflux overnight. The ethanol is removed in vacuo and the aqueous layer is neutralised with 10M NaOH. Saturated sodium bicarbonate solution (40 ml) is added and the aqueous layer is extracted twice with dichloromethane (50 ml). The combined organic layers are dried (sodium sulfate) and concentrated. The residue is purified by flash chromatography (dichlorom... Reactants: S=C1SC=C(N1)C1=C(C(=C(OCCCOC2=C(C3=C(CCC(O3)C(=O)O)C=C2)CCC)C=C1)CCC)OC (3,4-Dihydro-7-[3-[4-(2,3-dihydro-2-thioxo-4-thiazolyl)-3-methoxy-2-propylphenoxy]propoxy]-8-propyl-2H-1-benzopyran-2-carboxylic acid), [N+](=O)([O-])C (nitromethane), C1CCOC1 (THF), C(C1=CC=CC=C1)Br (benzyl bromide). The solvent is CCCCCC.C(C)(=O)OCC (hexane ethyl acetate), C(C)OCC.O (ethyl ether water). Product: C1(=CC=CC=C1)CSC=1SC=C(N1)C1=CC(=C(OCCCOC2=C(C3=C(CCC(O3)C(=O)O)C=C2)CCC)C=C1)CCC (3,4-Dihydro-7-[3-[4-[2-[(phenylmethyl)thio]-4-thiazolyl]-2-propylphenoxy]propoxy]-8-propyl-2H-1-benzopyran-2-carboxylic acid). Yield: 71.7%. Reaction SMILES: [S:1]=[C:2]1[NH:6][C:5]([C:7]2[CH:33]=[CH:32][C:10]([O:11][CH2:12][CH2:13][CH2:14][O:15][C:16]3[CH:28]=[CH:27][C:19]4[CH2:20][CH2:21][CH:22]([C:24]([OH:26])=[O:25])[O:23][C:18]=4[C:17]=3[CH2:29][CH2:30][CH3:31])=[C:9]([CH2:34][CH2:35][CH3:36])[C:8]=2OC)=[CH:4][S:3]1.[N+](C)([O-])=O.C1COCC1.[CH2:48](Br)[C:49]1[CH:54]=[CH:53][CH:52]=[CH:51][CH:50]=1>CCCCCC.C(OCC)(=O)C.C(OCC)C.O>[C:49]1([CH2:48][S:1][C:2]2[S:3][CH:4]=[C:5]([C:7]3[CH:33]=[CH:32][C:10]([O:11][CH2:12][CH2:13][CH2:14][O:15][C:16]4[CH:28]=[CH:27][C:19]5[CH2:20][CH2:21][CH:22]([C:24]([OH:26])=[O:25])[O:23][C:18]=5[C:17]=4[CH2:29][CH2:30][CH3:31])=[C:9]([CH2:34][CH2:35][CH3:36])[CH:8]=3)[N:6]=2)[CH:54]=[CH:53][CH:52]=[CH:51][CH:50]=1 |f:4.5,6.7|. Procedure: The compound of Example 26 (30 mg, 53.7 μmol) was added to 1.5 ml of nitromethane, 0.5 ml of THF, and 30 ml (0.25 mmol) benzyl bromide. The mixture was allowed to react at room temperature for 1 hour. The reaction mixture was poured into ethyl ether/water, and the ether layer was washed with brine, dried over sodium sulfate, and concentrated under vacuum. Flash chromatography of the residue on silica gel using 10:1 to 7:1 hexane/ethyl acetate (1% acetic acid) gave the product (25 mg, 38.5 μmol, ...